This data is from the Open Reaction Database (ORD), a public repository of structured organic reaction records. The task is: describe an organic reaction: reactants, conditions, products, and yield Reactants: CC(C(=O)C1=CN(C=2N=CC(NC21)=O)COCC[Si](C)(C)C)(C)C (7-(2,2-dimethyl-propionyl)-5-(2-trimethylsilanyl-ethoxymethyl)-1,5-dihydro-pyrrolo[2,3-b]pyrazin-2-one), ICC (iodoethane), C([O-])([O-])=O.[K+].[K+] (potassium carbonate). The solvent is CC(=O)C (acetone). The product is C(C)OC=1N=C2C(=NC1)NC=C2C(C(C)(C)C)=O (1-(2-ethoxy-5H-pyrrolo[2,3-b]pyrazin-7-yl)-2,2-dimethyl-propan-1-one). RXN SMILES: [CH3:1][C:2]([CH3:24])([CH3:23])[C:3]([C:5]1[C:13]2[NH:12][C:11](=[O:14])[CH:10]=[N:9][C:8]=2[N:7](COCC[Si](C)(C)C)[CH:6]=1)=[O:4].I[CH2:26][CH3:27].C(=O)([O-])[O-].[K+].[K+]>CC(C)=O>[CH2:26]([O:14][C:11]1[N:12]=[C:13]2[C:5]([C:3](=[O:4])[C:2]([CH3:1])([CH3:23])[CH3:24])=[CH:6][NH:7][C:8]2=[N:9][CH:10]=1)[CH3:27] |f:2.3.4|. Reported procedure: A mixture of 7-(2,2-dimethyl-propionyl)-5-(2-trimethylsilanyl-ethoxymethyl)-1,5-dihydro-pyrrolo[2,3-b]pyrazin-2-one (0.080 g, 0.23 mmol), iodoethane (0.018 mL, 0.24 mmol) and potassium carbonate (0.038 g, 0.28 mmol) in 3 mL of acetone was stirred at reflux overnight, then concentrated. The residue was partitioned between 30 mL of ethyl acetate and 30 mL of water. The organic layer was dried over MgSO4, filtered and concentrated to 0.075 g (86%) of crude 1-[2-ethoxy-5-(2-trimethylsilanyl-ethoxyme... Starting materials: Cc1ncsc1[Si](C)(C)C, O=Cc1ccc(Cl)cc1, [Cs+], [F-], C1CCOC1. Yields the product Cc1ncsc1C(O)c1ccc(Cl)cc1. Reaction SMILES: [CH3:1][c:2]1[n:3][cH:4][s:5][c:6]1[Si:7]([CH3:8])([CH3:9])[CH3:10].[Cl:11][c:12]1[cH:13][cH:14][c:15]([CH:16]=[O:17])[cH:18][cH:19]1.[Cs+:21].[F-:20].[O:22]1[CH2:23][CH2:24][CH2:25][CH2:26]1>>[CH3:1][c:2]1[n:3][cH:4][s:5][c:6]1[CH:16]([c:15]1[cH:14][cH:13][c:12]([Cl:11])[cH:19][cH:18]1)[OH:17]. The reactants are CON=C(C(=O)O)C1=CSC2=C1C(=CC=C2)Cl (α-Methoxyimino-α-(4-chloro-3-benzothienyl)acetic acid), C(C(=O)Cl)(=O)Cl (oxalyl chloride), CN(C=O)C (N,N-dimethylformamide). The solvent is C1=CC=CC=C1 (benzene). Yields the product CON=C(C(=O)Cl)C1=CSC2=C1C(=CC=C2)Cl (α-methoxyimino-α-(4-chloro-3-benzothienyl)acetyl chloride). RXN SMILES: [CH3:1][O:2][N:3]=[C:4]([C:8]1[C:12]2[C:13]([Cl:17])=[CH:14][CH:15]=[CH:16][C:11]=2[S:10][CH:9]=1)[C:5](O)=[O:6].C(Cl)(=O)C([Cl:21])=O.CN(C)C=O>C1C=CC=CC=1>[CH3:1][O:2][N:3]=[C:4]([C:8]1[C:12]2[C:13]([Cl:17])=[CH:14][CH:15]=[CH:16][C:11]=2[S:10][CH:9]=1)[C:5]([Cl:21])=[O:6]. Reported procedure: α-Methoxyimino-α-(4-chloro-3-benzothienyl)acetic acid was reacted with oxalyl chloride and N,N-dimethylformamide in benzene to give α-methoxyimino-α-(4-chloro-3-benzothienyl)acetyl chloride. A solution of 1.47 g (5.45 mM) of the acid chloride in 30 ml of acetone was added dropwise over ten minutes to a cold (5° C.) stirred solution of 1.22 g (5.7 mM) of 7-amino-3-methyl-3-cephem-4-carboxylic acid in 30 ml of water and 30 ml of acetone containing 1.37 g (16.35 mM) of sodium bicarbonate. The react... Starting materials: C[C@@H]1N(CCC1)[C@@H]1CN(CC1)C1=CC=C(C(=O)O)C=C1 (4-((2S,3′S)-2-Methyl-[1,3′]bipyrrolidinyl-1′-yl)-benzoic acid), ON1N=NC2=C1C=CC=C2 (1-Hydroxylbenzotriazole), CCN=C=NCCCN(C)C.Cl (EDC.HCl), O1CCC(CC1)N (tetrahydropyran-4-yl amine), CN1CCOCC1 (N-methylmorpholine). Run in CN(C)C=O (DMF), C(Cl)Cl (DCM), C(Cl)Cl (DCM), C(Cl)Cl (DCM), CO (MeOH). Reaction conditions: time 8 hour. The product is C[C@@H]1N(CCC1)[C@@H]1CN(CC1)C1=CC=C(C(=O)NCC2CCOCC2)C=C1 (4-((2S,3′S)-2-Methyl-[1,3′]bipyrrolidinyl-1′-yl)-N-(tetrahydro-pyran-4-ylmethyl)-benzamide). The yield is 74.0%. RXN SMILES: [CH3:1][C@H:2]1[CH2:6][CH2:5][CH2:4][N:3]1[C@H:7]1[CH2:11][CH2:10][N:9]([C:12]2[CH:20]=[CH:19][C:15]([C:16](O)=[O:17])=[CH:14][CH:13]=2)[CH2:8]1.[O:21]1[CH2:26][CH2:25][CH:24](N)[CH2:23][CH2:22]1.[CH3:28][N:29]1CCOCC1.ON1C2C=CC=CC=2N=N1.CCN=C=NCCCN(C)C.Cl>C(Cl)Cl.CO.CN(C=O)C>[CH3:1][C@H:2]1[CH2:6][CH2:5][CH2:4][N:3]1[C@H:7]1[CH2:11][CH2:10][N:9]([C:12]2[CH:13]=[CH:14][C:15]([C:16]([NH:29][CH2:28][CH:24]3[CH2:25][CH2:26][O:21][CH2:22][CH2:23]3)=[O:17])=[CH:19][CH:20]=2)[CH2:8]1 |f:4.5|. Procedure: 4-((2S,3′S)-2-Methyl-[1,3′]bipyrrolidinyl-1′-yl)-benzoic acid (0.17 g, 0.625 mmol) was dissolved in DCM (4 mL) and DMF (2 mL) and the solution was cooled to an ice-water bath. To this solution was added a solution of tetrahydropyran-4-yl amine (0.1 g, 0.86 mmol, 1 equiv.) in 1 mL of DCM, followed by N-methylmorpholine (0.2 mL, 3 equiv.), 1-Hydroxylbenzotriazole (HOBT) (0.11 g, 1.3 equiv.), sequentially, and finally EDC.HCl (0.104 g, 1.3 equiv.). The resultant clear light brown solution was stirr... Reaction SMILES: [CH3:3][C:4]1([CH3:20])[O:5][CH2:6][c:7]2[c:8]([cH:10][cH:11][c:12]([CH:14]3[CH2:15][NH:16][C:17](=[O:19])[O:18]3)[cH:13]2)[O:9]1.[Cl-:40].[H-:1].[I:21][c:22]1[cH:23][c:24]([CH2:28][CH2:29][CH2:30][CH2:31][O:32][CH2:33][CH2:34][CH2:35][CH2:36][CH2:37][CH2:38][Br:39])[cH:25][cH:26][cH:27]1.[NH4+:41].[Na+:2].[O:42]=[CH:43][N:44]([CH3:45])[CH3:46]>>[CH3:3][C:4]1([CH3:20])[O:5][CH2:6][c:7]2[c:8]([cH:10][cH:11][c:12]([CH:14]3[CH2:15][N:16]([CH2:38][CH2:37][CH2:36][CH2:35][CH2:34][CH2:33][O:32][CH2:31][CH2:30][CH2:29][CH2:28][c:24]4[cH:23][c:22]([I:21])[cH:27][cH:26][cH:25]4)[C:17](=[O:19])[O:18]3)[cH:13]2)[O:9]1. Yields the product CC1(C)OCc2cc(C3CN(CCCCCCOCCCCc4cccc(I)c4)C(=O)O3)ccc2O1. The reactants are CC1(C)OCc2cc(C3CNC(=O)O3)ccc2O1, [Cl-], [H-], BrCCCCCCOCCCCc1cccc(I)c1, [NH4+], [Na+], CN(C)C=O. Starting materials: Cl (hydrochloric acid), C(C)N1CCN(CC1)C1=NC(=CC2=CC=CC=C12)C1=CN=C(S1)C1OCCCO1 (1-(1-Ethylpiperazin-4-yl)-3-[2-(1,3-dioxan-2-yl)thiazol-5-yl]isoquinoline), [OH-].[Na+] (sodium hydroxide). Solvent: O1CCCC1 (tetrahydrofuran). Conditions: time 8 hour. Product: C(C)N1CCN(CC1)C1=NC(=CC2=CC=CC=C12)C1=CN=C(S1)C=O (1(1-Ethylpiperazin-4-yl)-3-(2-formylthiazol-5-yl)isoquinoline). Isolated yield 88.1%. As a reaction SMILES: [CH2:1]([N:3]1[CH2:8][CH2:7][N:6]([C:9]2[C:18]3[C:13](=[CH:14][CH:15]=[CH:16][CH:17]=3)[CH:12]=[C:11]([C:19]3[S:23][C:22]([CH:24]4OCCC[O:25]4)=[N:21][CH:20]=3)[N:10]=2)[CH2:5][CH2:4]1)[CH3:2].Cl.[OH-].[Na+]>O1CCCC1>[CH2:1]([N:3]1[CH2:8][CH2:7][N:6]([C:9]2[C:18]3[C:13](=[CH:14][CH:15]=[CH:16][CH:17]=3)[CH:12]=[C:11]([C:19]3[S:23][C:22]([CH:24]=[O:25])=[N:21][CH:20]=3)[N:10]=2)[CH2:5][CH2:4]1)[CH3:2] |f:2.3|. Procedure: 1-(1-Ethylpiperazin-4-yl)-3-[2-(1,3-dioxan-2-yl)thiazol-5-yl]isoquinoline (205 mg) was dissolved in tetrahydrofuran (4 ml), followed by the addition of 1N hydrochloric acid (3 ml), and the resulting mixture was stirred at room temperature for 8 hr. The reaction solution was basified by adding 8N sodium hydroxide thereto, and then extracted with in ethyl acetate. The resulting organic layer was washed with water, dried (over MgSO4) and evaporated, to give the title compound as a colorless oil (15... Reactants: [Na] (sodium), C(CC(=O)OC)(=O)OC (Dimethyl malonate), FC1=CC=C(CBr)C=C1 (4-Fluoro benzyl bromide). Run in CO (methanol). Conditions: time 30 minute. The product is COC(C(C(=O)OC)CC1=CC=C(C=C1)F)=O (2-(4-fluorobenzyl)-malonic acid dimethyl ester). RXN SMILES: [Na].[C:2]([O:9][CH3:10])(=[O:8])[CH2:3][C:4]([O:6][CH3:7])=[O:5].[F:11][C:12]1[CH:19]=[CH:18][C:15]([CH2:16]Br)=[CH:14][CH:13]=1>CO>[CH3:7][O:6][C:4](=[O:5])[CH:3]([CH2:16][C:15]1[CH:18]=[CH:19][C:12]([F:11])=[CH:13][CH:14]=1)[C:2]([O:9][CH3:10])=[O:8] |^1:0|. Procedure details: To a solution of anhydrous methanol (250 mL) is added sodium metal (2.875 g, 0.125 mol) piecewise until the evolution of gas has deceased. Dimethyl malonate (16.5 g, 0.125 mol) is added dropwise and the mixture is stirred for 30 minutes. 4-Fluoro benzyl bromide (23.8 g, 0.126 mol) is added dropwise, and the reaction is refluxed for 2 hour. The majority of the solvent is removed under vacuum, and aqueous HCl is added. The solution is extracted with CHCl3, dried, and the solvent removed in vacuo. ...